Task: describe an organic reaction: reactants, conditions, products, and yield. Dataset: the Open Reaction Database (ORD), a public repository of structured organic reaction records Reactants: CCO, Cl, O=[N+]([O-])c1ccccc1SC(F)(F)F, O, O, Cl[Sn]Cl. The product is Nc1ccccc1SC(F)(F)F. Reaction SMILES: [CH3:21][CH2:22][OH:23].[ClH:20].[F:6][C:7]([F:8])([F:9])[S:10][c:11]1[c:12]([N+:17]([O-:18])=[O:19])[cH:13][cH:14][cH:15][cH:16]1.[OH2:1].[OH2:2].[Sn:3]([Cl:4])[Cl:5]>>[F:6][C:7]([F:8])([F:9])[S:10][c:11]1[c:12]([NH2:17])[cH:13][cH:14][cH:15][cH:16]1.